Task: describe an organic reaction: reactants, conditions, products, and yield. Dataset: the Open Reaction Database (ORD), a public repository of structured organic reaction records Yield: 54.7%. The reactants are FC(C=1C=C(CNC(C2=CC(=NC=C2)C2=C(C=CC(=C2)N2CCCCC2)NC(C2(NC=CC=C2)CCl)=O)=O)C=CC1)(F)F (N-(3-(trifluoromethyl)benzyl)-2-(2-(2-(chloromethyl)picolinamido)-5-(piperidin-1-yl)phenyl)isonicotinamide), [I-].[K+] (potassium iodide), N1C[C@@H](CC1)NC(C)=O ((R)—N-(pyrrolidin-3-yl)acetamide), C([O-])([O-])=O.[K+].[K+] (potassium carbonate). Run at temperature 60 celsius, time 3 hour. Product: FC(C(=O)O)(F)F.C(C)(=O)N[C@H]1CN(CC1)CC1=CC=CC(=N1)C(=O)NC1=C(C=C(C=C1)N1CCCCC1)C1=NC=CC(=C1)C(NCC1=CC(=CC=C1)C(F)(F)F)=O ((R)-6-((3-Acetamidopyrrolidin-1-yl)methyl)-N-(4-(piperidin-1-yl)-2-(4-((3-(trifluoromethyl)benzyl)carbamoyl)pyridin-2-yl)phenyl)picolinamide 2,2,2-trifluoroacetate). Procedure: Into a 50-mL round-bottom flask, was placed a solution of N-(3-(trifluoromethyl)benzyl)-2-(2-(2-(chloromethyl)picolinamido)-5-(piperidin-1-yl)phenyl)isonicotinamide (100 mg, 0.15 mmol, 1.00 equiv, 90%) in N,N-dimethylformamide (3 mL), (R)—N-(pyrrolidin-3-yl)acetamide (42 mg, 0.33 mmol, 2.00 equiv), potassium carbonate (45 mg, 0.33 mmol, 2.00 equiv), and potassium iodide (14 mg, 0.08 mmol, 0.50 equiv). The resulting solution was stirred for 3 h at 60° C. in an oil bath. The resulting solution was... Reaction SMILES: [F:1][C:2]([F:43])([F:42])[C:3]1[CH:4]=[C:5]([CH:39]=[CH:40][CH:41]=1)[CH2:6][NH:7][C:8](=[O:38])[C:9]1[CH:14]=[CH:13][N:12]=[C:11]([C:15]2[CH:20]=[C:19]([N:21]3[CH2:26][CH2:25][CH2:24][CH2:23][CH2:22]3)[CH:18]=[CH:17][C:16]=2[NH:27][C:28](=[O:37])[C:29]2(CCl)[CH:34]=[CH:33][CH:32]=[CH:31][NH:30]2)[CH:10]=1.[NH:44]1[CH2:48][CH2:47][C@@H:46]([NH:49][C:50](=[O:52])[CH3:51])[CH2:45]1.[C:53](=[O:56])([O-])[O-:54].[K+].[K+].[I-].[K+]>CN(C)C=O.C(OCC)(=O)C>[F:1][C:2]([F:43])([F:42])[C:53]([OH:54])=[O:56].[C:50]([NH:49][C@@H:46]1[CH2:47][CH2:48][N:44]([CH2:53][C:31]2[N:30]=[C:29]([C:28]([NH:27][C:16]3[CH:17]=[CH:18][C:19]([N:21]4[CH2:26][CH2:25][CH2:24][CH2:23][CH2:22]4)=[CH:20][C:15]=3[C:11]3[CH:10]=[C:9]([C:8](=[O:38])[NH:7][CH2:6][C:5]4[CH:39]=[CH:40][CH:41]=[C:3]([C:2]([F:43])([F:1])[F:42])[CH:4]=4)[CH:14]=[CH:13][N:12]=3)=[O:37])[CH:34]=[CH:33][CH:32]=2)[CH2:45]1)(=[O:52])[CH3:51] |f:2.3.4,5.6,9.10|. Run in CN(C=O)C (N,N-dimethylformamide), C(C)(=O)OCC (ethyl acetate). The reactants are ICC(=O)OCC (ethyl iodoacetate), C=CC1CN2CCC1CC2[C@@H](C3=C4C=C(C=CC4=NC=C3)O)O (6-hydroxycinchonine), CS(=O)C (DMSO), C(CCC)[Li] (n-butyl lithium). The solvent is C(C)(=O)OCC (ethyl acetate), O (water), ClCCl (dichloromethane). Run at time 2 hour. Product: [I-].C(=C)C1C[N@+]2(C(CC1CC2)C(C2=CC=NC1=CC=C(C=C21)OCC(=O)OCC)O)CC(=O)OCC ((S)-8-ethenyl-2-[hydroxy-6-(2-ethoxy-2-oxoethoxy)-4-quinolinylmethyl]-1-(2-ethoxy-2-oxoethyl)azoniabicyclo[2.2.2]octane iodide). Yield: 38.6%. RXN SMILES: [CH2:1]=[CH:2][CH:3]1[CH:8]2[CH2:9][CH:10]([C@H:11]([OH:23])[C:12]3[CH:21]=[CH:20][N:19]=[C:18]4[C:13]=3[CH:14]=[C:15]([OH:22])[CH:16]=[CH:17]4)[N:5]([CH2:6][CH2:7]2)[CH2:4]1.CS(C)=O.C([Li])C[CH2:30][CH3:31].[I:33][CH2:34][C:35]([O:37][CH2:38][CH3:39])=[O:36]>ClCCl.C(OCC)(=O)C.O>[I-:33].[CH:2]([CH:3]1[CH:8]2[CH2:7][CH2:6][N@+:5]([CH2:34][C:35]([O:37][CH2:30][CH3:31])=[O:36])([CH:10]([CH:11]([OH:23])[C:12]3[C:13]4[C:18](=[CH:17][CH:16]=[C:15]([O:22][CH2:34][C:35]([O:37][CH2:38][CH3:39])=[O:36])[CH:14]=4)[N:19]=[CH:20][CH:21]=3)[CH2:9]2)[CH2:4]1)=[CH2:1] |f:7.8|. Procedure: A 1-l 3-necked, round-bottomed flask equipped with a magnetic stirrer was charged with 2.0 g (6.44 mol) of 6-hydroxycinchonine (1) and 10 ml of DMSO which had been dried over molecular sieves. To the stirred solution was added very slowly over a period of 0.5 h 2.8 ml (7.0 mmol) of n-butyl lithium (2.5M/hexane, Aldrich). The reaction flask was cooled with an ice-water bath and then treated with 1.6 ml (13.57 mmol) of ethyl iodoacetate. The temperature was allowed to rise to room temperature over... Run in C(Cl)Cl (methylene chloride). The yield is 43.8%. Reactants: NCCS(=O)(=O)O (Taurine), C([O-])([O-])=O.[Na+].[Na+] (sodium carbonate), O (water), BrCC(=O)Br (Bromoacetyl bromide). Conditions: temperature 10 celsius. The product is [Na+].BrCC(=O)NCCS(=O)(=O)[O-] (Bromoacetyltaurine Sodium Salt). Reaction SMILES: [NH2:1][CH2:2][CH2:3][S:4]([OH:7])(=[O:6])=[O:5].C(=O)([O-])[O-].[Na+:12].[Na+].O.[Br:15][CH2:16][C:17](Br)=[O:18]>C(Cl)Cl>[Na+:12].[Br:15][CH2:16][C:17]([NH:1][CH2:2][CH2:3][S:4]([O-:7])(=[O:6])=[O:5])=[O:18] |f:1.2.3,7.8|. Procedure: Taurine (50 g, 0.40 mol) and sodium carbonate (48 g, 0.45 mol) were combined with 250 mL of water in a 1-L flask and chilled in an ice bath (10° C.). Bromoacetyl bromide (100 g, 0.50 mol) in 250 mL of methylene chloride was added dropwise over a 1 hr period with rapid stirring while maintaining the temperature at 10°-15° C. After addition, the ice bath was removed and the mixture was stirred for 3 hr. The aqueous layer was separated and washed with two portions of methylene chloride, and most of... The reactants are C(C)OCC1CCC(CC1)C1CCC(CC1)CCC1=CC=C(C=C1)OS(=O)(=O)C(F)(F)F (4-(2-(4-(4-ethoxymethylcyclohexyl) cyclohexyl) ethyl) trifluoromethylsulfonyloxybenzene), OB(C1=CC(=C(C(=C1)F)OC(F)(F)F)F)O (dihydroxy (3,5-difluoro-4-trifluoromethoxyphenyl) borane), C([O-])([O-])=O.[Na+].[Na+] (sodium carbonate). The reagents and catalysts are [Pd] (palladium on activated charcoal). Run in toluene alcohol water, O (water). Yields the product C(C)OCC1CCC(CC1)C1CCC(CC1)CCC1=CC=C(C=C1)C1=CC(=C(C(=C1)F)OC(F)(F)F)F (4-(4-(2-(4-(4-ethoxymethylcyclohexyl)cyclohexyl)ethyl)phenyl)-2,6-difluorotrifluoromethoxybenzene). RXN SMILES: [CH2:1]([O:3][CH2:4][CH:5]1[CH2:10][CH2:9][CH:8]([CH:11]2[CH2:16][CH2:15][CH:14]([CH2:17][CH2:18][C:19]3[CH:24]=[CH:23][C:22](OS(C(F)(F)F)(=O)=O)=[CH:21][CH:20]=3)[CH2:13][CH2:12]2)[CH2:7][CH2:6]1)[CH3:2].OB(O)[C:35]1[CH:40]=[C:39]([F:41])[C:38]([O:42][C:43]([F:46])([F:45])[F:44])=[C:37]([F:47])[CH:36]=1.C(=O)([O-])[O-].[Na+].[Na+]>[Pd].O>[CH2:1]([O:3][CH2:4][CH:5]1[CH2:10][CH2:9][CH:8]([CH:11]2[CH2:16][CH2:15][CH:14]([CH2:17][CH2:18][C:19]3[CH:24]=[CH:23][C:22]([C:35]4[CH:40]=[C:39]([F:41])[C:38]([O:42][C:43]([F:46])([F:45])[F:44])=[C:37]([F:47])[CH:36]=4)=[CH:21][CH:20]=3)[CH2:13][CH2:12]2)[CH2:7][CH2:6]1)[CH3:2] |f:2.3.4|. Procedure: 6.3 g (13 mmol) of 4-(2-(4-(4-ethoxymethylcyclohexyl) cyclohexyl) ethyl) trifluoromethylsulfonyloxybenzene, 4.2 g (17 mmol) of dihydroxy (3,5-difluoro-4-trifluoromethoxyphenyl) borane, 5% palladium on activated charcoal (1.0 g) and 5.7 g (54 mmol) of sodium carbonate were refluxed in toluene/alcohol/water (1/1/1 v/v, 80 ml) under a nitrogen atmosphere for 3 days. After cooling, the reaction solution was added with water (150 ml) and extracted twice with toluene (150 ml). An organic layer was dri...